This data is from the Open Reaction Database (ORD), a public repository of structured organic reaction records. The task is: describe an organic reaction: reactants, conditions, products, and yield Starting materials: C(#N)C1=C(C=CC(=C1)F)N1N=CC2=CC(=CC=C12)[C@@H](C(C(=O)NC=1SC=NN1)(C)C)C1=CC=CC=C1 ((3S)-3-(1-(2-cyano-4-fluorophenyl)-1H-indazol-5-yl)-2,2-dimethyl-3-phenyl-N-(1,3,4-thiadiazol-2-yl)propanamide), Na2O2, O (water), C(CC(O)(C(=O)O)CC(=O)O)(=O)O (citric acid). Conditions: temperature 90 celsius, time 1 day. The product is S1C(=NN=C1)NC(C([C@@H](C1=CC=CC=C1)C=1C=C2C=NN(C2=CC1)C1=C(C(=O)O)C=C(C=C1)F)(C)C)=O (2-(5-((S)-3-(1,3,4-thiadiazol-2-ylamino)-2,2-dimethyl-3-oxo-1-phenylpropyl)-1H-indazol-1-yl)-5-fluorobenzoic acid). As a reaction SMILES: [C:1]([C:3]1[CH:8]=[C:7]([F:9])[CH:6]=[CH:5][C:4]=1[N:10]1[C:18]2[C:13](=[CH:14][C:15]([C@H:19]([C:31]3[CH:36]=[CH:35][CH:34]=[CH:33][CH:32]=3)[C:20]([CH3:30])([CH3:29])[C:21]([NH:23][C:24]3[S:25][CH:26]=[N:27][N:28]=3)=[O:22])=[CH:16][CH:17]=2)[CH:12]=[N:11]1)#N.C(O)(=O)CC(CC(O)=O)(C(O)=O)[OH:40].[OH2:50]>>[S:25]1[CH:26]=[N:27][N:28]=[C:24]1[NH:23][C:21](=[O:22])[C:20]([CH3:30])([CH3:29])[C@H:19]([C:15]1[CH:14]=[C:13]2[C:18](=[CH:17][CH:16]=1)[N:10]([C:4]1[CH:5]=[CH:6][C:7]([F:9])=[CH:8][C:3]=1[C:1]([OH:40])=[O:50])[N:11]=[CH:12]2)[C:31]1[CH:32]=[CH:33][CH:34]=[CH:35][CH:36]=1. Reported procedure: A suspension of (3S)-3-(1-(2-cyano-4-fluorophenyl)-1H-indazol-5-yl)-2,2-dimethyl-3-phenyl-N-(1,3,4-thiadiazol-2-yl)propanamide (35 mg, 0.072 mmol) and Na2O2 (77 mg, 1.1 mmol) in water (7 mL) was stirred under nitrogen at 70° C. for 30 min and at 90° C. for 1 day. The mixture was acidified with 10% aqueous citric acid solution to pH=2 and extracted with ethyl acetate (3×5 mL). The combined ethyl acetate extracts were concentrated in vacuo. Purification using reverse phase HPLC (YMC S5 20×100 mm, ... Reactants: BrC=1C=CC(=C(C(=O)N(CC)CC)C1)OC1=NC(=CC=C1)F (5-bromo-N,N-diethyl-2-(6-fluoropyridin-2-yloxy)benzamide), C(C)(C)[N-]C(C)C.[Li+] (lithium diisopropylamide). The solvent is C1CCOC1 (THF). Run at temperature -78 celsius, time 2 hour. Yields the product BrC=1C=C2C(C=3C(=NC(=CC3)F)OC2=CC1)=O (7-bromo-2-fluoro-5H-chromeno[2,3-b]pyridin-5-one), BrC=1C=C2C(C=3C(=NC(=CC3)N(CC)CC)OC2=CC1)=O (7-bromo-2-(diethylamino)-5H-chromeno[2,3-b]pyridin-5-one). RXN SMILES: [Br:1][C:2]1[CH:3]=[CH:4][C:5]([O:15][C:16]2[CH:21]=[CH:20][CH:19]=[C:18]([F:22])[N:17]=2)=[C:6]([CH:14]=1)[C:7](N(CC)CC)=[O:8].[CH:23]([N-:26][CH:27](C)[CH3:28])(C)[CH3:24].[Li+]>C1COCC1>[Br:1][C:2]1[CH:14]=[C:6]2[C:5](=[CH:4][CH:3]=1)[O:15][C:16]1=[N:17][C:18]([F:22])=[CH:19][CH:20]=[C:21]1[C:7]2=[O:8].[Br:1][C:2]1[CH:14]=[C:6]2[C:5](=[CH:4][CH:3]=1)[O:15][C:16]1=[N:17][C:18]([N:26]([CH2:27][CH3:28])[CH2:23][CH3:24])=[CH:19][CH:20]=[C:21]1[C:7]2=[O:8] |f:1.2|. Procedure: To a solution of 5-bromo-N,N-diethyl-2-(6-fluoropyridin-2-yloxy)benzamide (2.90 g, 7.90 mmol) in 50 mL of dry THF at −78° C. was added dropwise lithium diisopropylamide (2.0 M heptane/THF/ethylbenzene, 11.8 mL, 23.69 mmol) and the reaction was stirred at −78° C. for 2 hours. The reaction quenched at −78° C. with 30 mL of 1 N HCl in ether. After warming to rt, the reaction was further quenched with saturated NH4Cl (250 mL) extracted with ethyl acetate (3×250 mL). The combined organics were washed...